Dataset: the Open Reaction Database (ORD), a public repository of structured organic reaction records. Task: describe an organic reaction: reactants, conditions, products, and yield Reactants: Brc1nncs1, O=C([O-])[O-], [K+], [K+], Nc1nccn2c(=S)[nH]c(-c3ccc4ccc(-c5ccccc5)nc4c3F)c12, CN(C)C=O. The product is Nc1nccn2c(Sc3nncs3)nc(-c3ccc4ccc(-c5ccccc5)nc4c3F)c12. As a reaction SMILES: [Br:29][c:30]1[s:31][cH:32][n:33][n:34]1.[C:35](=[O:36])([O-:37])[O-:38].[K+:39].[K+:40].[NH2:1][c:2]1[c:3]2[n:4]([cH:5][cH:6][n:7]1)[c:8](=[S:28])[nH:9][c:10]2-[c:11]1[cH:12][cH:13][c:14]2[cH:15][cH:16][c:17](-[c:22]3[cH:23][cH:24][cH:25][cH:26][cH:27]3)[n:18][c:19]2[c:20]1[F:21].[O:41]=[CH:42][N:43]([CH3:44])[CH3:45]>>[NH2:1][c:2]1[c:3]2[n:4]([cH:5][cH:6][n:7]1)[c:8]([S:28][c:30]1[s:31][cH:32][n:33][n:34]1)[n:9][c:10]2-[c:11]1[cH:12][cH:13][c:14]2[cH:15][cH:16][c:17](-[c:22]3[cH:23][cH:24][cH:25][cH:26][cH:27]3)[n:18][c:19]2[c:20]1[F:21]. Product: Cl.Cl.N1=C(NC2=C1C=CC=C2)C=2C(=NC(=NC2)NCCNC2=NC=C(C=C2)[N+](=O)[O-])C2=C(C=C(C=C2)Cl)Cl ([5-Benzimidazolyl-4-(2,4-dichlorophenyl)pyrimidin-2-yl]{2-[(5-nitro(2-pyridyl))amino]ethyl}amine dihydrochloride). Reactants: Cl.Cl.ClC1=C(C=CC(=C1)Cl)C1=NC(=NC=C1C1=NNC=C1)NCCNC1=NC=C(C=C1)[N+](=O)[O-] ([4-(2,4-dichlorophenyl)-5-pyrazolylpyrimidin-2-yl]{2-[(5-nitro(2-pyridyl))amino]ethyl}amine dihydrochloride), N1=C(NC2=C1C=CC=C2)C(C(=O)C2=C(C=C(C=C2)Cl)Cl)=CN(C)C (2-benzimidazolyl-1-(2,4-dichlorophenyl)-3-(dimethylamino)prop-2-en-1-one). As a reaction SMILES: Cl.Cl.[Cl:3][C:4]1[CH:9]=[C:8]([Cl:10])[CH:7]=[CH:6][C:5]=1[C:11]1[C:16]([C:17]2C=CN[N:18]=2)=[CH:15][N:14]=[C:13]([NH:22][CH2:23][CH2:24][NH:25][C:26]2[CH:31]=[CH:30][C:29]([N+:32]([O-:34])=[O:33])=[CH:28][N:27]=2)[N:12]=1.[N:35]1[C:39]2[CH:40]=[CH:41][CH:42]=[CH:43][C:38]=2NC=1C(=CN(C)C)C(C1C=CC([Cl:53])=CC=1Cl)=O>>[ClH:3].[ClH:53].[N:18]1[C:38]2[CH:43]=[CH:42][CH:41]=[CH:40][C:39]=2[NH:35][C:17]=1[C:16]1[C:11]([C:5]2[CH:6]=[CH:7][C:8]([Cl:10])=[CH:9][C:4]=2[Cl:3])=[N:12][C:13]([NH:22][CH2:23][CH2:24][NH:25][C:26]2[CH:31]=[CH:30][C:29]([N+:32]([O-:34])=[O:33])=[CH:28][N:27]=2)=[N:14][CH:15]=1 |f:0.1.2,4.5.6|. Procedure: Made using the same procedure as for [4-(2,4-dichlorophenyl)-5-pyrazolylpyrimidin-2-yl]{2-[(5-nitro(2-pyridyl))amino]ethyl}amine dihydrochloride except that 2-benzimidazolyl-1-(2,4-dichlorophenyl)-3-(dimethylamino)prop-2-en-1-one (XIV, 468 mg, 1.3 mmol) was used and the crude product was purified by recrystallization (CH2Cl2/Et2O/hexanes). The reactants are CC(=O)O, [Cl-], N#Cc1ccccc1, O, [Zn]. The product is NC(=O)c1ccccc1. Reaction SMILES: [CH3:2][C:3]([OH:4])=[O:5].[Cl-:1].[N:6]#[C:7][c:8]1[cH:9][cH:10][cH:11][cH:12][cH:13]1.[OH2:14].[Zn:15]>>[O:4]=[C:7]([NH2:6])[c:8]1[cH:9][cH:10][cH:11][cH:12][cH:13]1. Reactants: CC(C)(C)P(c1ccccc1-c1ccccc1)C(C)(C)C, Cc1c(N(Cc2ccccc2)Cc2ccc(O)cc2)cccc1[N+](=O)[O-], COC(=O)c1ccc(Br)cc1, Cc1ccccc1, [K+], [K+], [K+], CC(=O)[O-], CC(=O)[O-], O=P([O-])([O-])[O-], [Pd+2]. Yields the product COC(=O)c1ccc(Oc2ccc(CN(Cc3ccccc3)c3cccc([N+](=O)[O-])c3C)cc2)cc1. Reaction SMILES: [C:46]([P:47]([C:48]([CH3:49])([CH3:50])[CH3:51])[c:52]1[cH:53][cH:54][cH:55][cH:56][c:57]1-[c:58]1[cH:59][cH:60][cH:61][cH:62][cH:63]1)([CH3:64])([CH3:65])[CH3:66].[CH2:1]([c:2]1[cH:3][cH:4][cH:5][cH:6][cH:7]1)[N:8]([c:9]1[c:10]([CH3:18])[c:11]([N+:15](=[O:16])[O-:17])[cH:12][cH:13][cH:14]1)[CH2:19][c:20]1[cH:21][cH:22][c:23]([OH:26])[cH:24][cH:25]1.[CH3:27][O:28][C:29]([c:30]1[cH:31][cH:32][c:33]([Br:36])[cH:34][cH:35]1)=[O:37].[CH3:76][c:77]1[cH:78][cH:79][cH:80][cH:81][cH:82]1.[K+:43].[K+:44].[K+:45].[O-:68][C:69]([CH3:70])=[O:71].[O-:72][C:73]([CH3:74])=[O:75].[P:38]([O-:39])([O-:40])([O-:41])=[O:42].[Pd+2:67]>>[CH2:1]([c:2]1[cH:3][cH:4][cH:5][cH:6][cH:7]1)[N:8]([c:9]1[c:10]([CH3:18])[c:11]([N+:15](=[O:16])[O-:17])[cH:12][cH:13][cH:14]1)[CH2:19][c:20]1[cH:21][cH:22][c:23]([O:26][c:33]2[cH:32][cH:31][c:30]([C:29]([O:28][CH3:27])=[O:37])[cH:35][cH:34]2)[cH:24][cH:25]1. The reactants are [NH2-].[Na+] (sodium amide), COC(C(=O)OC)C (methyl 2-methoxypropionate), CC(=O)C (acetone), ice, CC(=O)OCC1=C2C=CC=CC2=C(C3=CC=CC=C31)COC(=O)C (acetic). Solvent: O (water), C(C)(=O)O (acetic acid). Reaction conditions: time 15 minute. Product: COC(C)C(CC(C)=O)=O (2-methoxy-3,5-hexanedione). Isolated yield 53.0%. As a reaction SMILES: [NH2-].[Na+].[CH3:3][C:4](C)=[O:5].C[O:8][CH:9]([CH3:14])[C:10]([O:12][CH3:13])=O.[CH3:15]C(OCC1C2C(=CC=CC=2)C(COC(C)=O)=C2C=1C=CC=C2)=O>C(O)(=O)C.O>[CH3:13][O:12][CH:10]([C:9](=[O:8])[CH2:14][C:4](=[O:5])[CH3:3])[CH3:15] |f:0.1|. Procedure: In a 200 mL-volume flask equipped with a stirrer, a thermometer and a dropping funnel was placed 10.1 g (259 mmol) of sodium amide, and the flask was purged with argon. Then, 120 mL of methylcyclohexane was placed in the flask. Subsequently, 7.40 g (127 mmol) of acetone was slowly dropped into the ice-cooled mixture in the flask, and the resulting mixture was stirred for 15 minutes. Into the flask was further dropped 15.0 g (127 mmol) of methyl 2-methoxypropionate (prepared by the method of Refe... Starting materials: C(C=C)C1=C(C(=O)OC)C(=C(C=C1O)O)C (methyl 2-allyl-3,5-dihydroxy-6-methylbenzoate). The reagents and catalysts are [Pd] (palladium on charcoal). The solvent is C(C)(=O)OCC (ethyl acetate). Run at time 2 hour. Product: OC=1C(=C(C(=O)OC)C(=C(C1)O)CCC)C (methyl 3,5-dihydroxy-2-methyl-6-propylbenzoate). Isolated yield 91.2%. As a reaction SMILES: [CH2:1]([C:4]1[C:13]([OH:14])=[CH:12][C:11]([OH:15])=[C:10]([CH3:16])[C:5]=1[C:6]([O:8][CH3:9])=[O:7])[CH:2]=[CH2:3]>[Pd].C(OCC)(=O)C>[OH:15][C:11]1[C:10]([CH3:16])=[C:5]([C:4]([CH2:1][CH2:2][CH3:3])=[C:13]([OH:14])[CH:12]=1)[C:6]([O:8][CH3:9])=[O:7]. Procedure details: A mixture of 4.67 g of methyl 2-allyl-3,5-dihydroxy-6-methylbenzoate and 0.23 g of 5% palladium on charcoal in 40 ml of ethyl acetate was hydrogenated for 2 hours at atmospheric pressure. The mixture was filtered and the filtrate evaporated in vacuo. Crystallization of the residue from ethyl acetate/hexane afforded 4.30 g of methyl 3,5-dihydroxy-2-methyl-6-propylbenzoate, m.p. 88°-91° C.